Dataset: the Open Reaction Database (ORD), a public repository of structured organic reaction records. Task: describe an organic reaction: reactants, conditions, products, and yield Reactants: [H-].[Na+] (NaH), C(CC(=O)OCC)(=O)OCC (diethyl malonate), [I-] (iodide), C\C(=C/CCCCI)\CC\C=C(\CCC=C(C)C)/C ((E,E)-6,10,14-Trimethyl-5,9,13-pentadecatrien-1-yl iodide). Run in C1CCOC1 (THF), C1CCOC1 (THF). Conditions: temperature 0 celsius, time 0.5 hour. The product is C\C(=C/CCCCC(C(=O)OCC)C(=O)OCC)\CC\C=C(\CCC=C(C)C)/C ((E,E)-(6,10,14-Trimethyl-5,9,13-pentadecatrienyl)propanedioic acid, diethyl ester). The yield is 87.5%. As a reaction SMILES: [H-].[Na+].[C:3]([O:11][CH2:12][CH3:13])(=[O:10])[CH2:4][C:5]([O:7][CH2:8][CH3:9])=[O:6].[CH3:14]/[C:15](/[CH2:22][CH2:23]/[CH:24]=[C:25](\[CH3:32])/[CH2:26][CH2:27][CH:28]=[C:29]([CH3:31])[CH3:30])=[CH:16]\[CH2:17][CH2:18][CH2:19][CH2:20]I.[I-]>C1COCC1>[CH3:14]/[C:15](/[CH2:22][CH2:23]/[CH:24]=[C:25](\[CH3:32])/[CH2:26][CH2:27][CH:28]=[C:29]([CH3:31])[CH3:30])=[CH:16]\[CH2:17][CH2:18][CH2:19][CH2:20][CH:4]([C:5]([O:7][CH2:8][CH3:9])=[O:6])[C:3]([O:11][CH2:12][CH3:13])=[O:10] |f:0.1|. Procedure details: To a stirred solution of 192 mg (8.01 mmol) of NaH in 20 mL of THF at 0° C. under argon was added 1.21 mL (8.01 mmol) of diethyl malonate dropwise. The mixture was stirred at 0° C. for 0.5 hours at which time was treated with 1.0 g (2.67 mmol) of Example 4, Part A iodide in 2 mL of THF. After 1 hour at 0° C. the reaction was heated to 40° C. for 2 hours, then cooled to room temperature and stirred for 18 hours. The mixture was quenched with NH4Cl and diluted with ether. The organic layer was was... Reactants: Br, CC(C)(C)[Si](C)(C)Oc1ccc(-c2ccc(C=O)cc2)cc1, Cl, [F-], [K+], CN(C)C=O. Yields the product O=Cc1ccc(-c2ccc(O)cc2)cc1. Reaction SMILES: [BrH:25].[C:1]([Si:2]([CH3:3])([CH3:4])[O:6][c:7]1[cH:8][cH:9][c:10](-[c:13]2[cH:14][cH:15][c:16]([CH:19]=[O:20])[cH:17][cH:18]2)[cH:11][cH:12]1)([CH3:5])([CH3:21])[CH3:22].[ClH:26].[F-:23].[K+:24].[O:27]=[CH:28][N:29]([CH3:30])[CH3:31]>>[OH:6][c:7]1[cH:8][cH:9][c:10](-[c:13]2[cH:14][cH:15][c:16]([CH:19]=[O:20])[cH:17][cH:18]2)[cH:11][cH:12]1. Reactants: Cl (Hydrogen chloride), C(C)(=O)SC1/C(/CN(CC1)C(C(=O)C1CC1)C1=C(C=CC=C1)F)=C/C1=NN=NN1CCCC(=O)OCC ((E)-4-(acetylsulfanyl)-1-[2-cyclopropyl-1-(2-fluorophenyl)-2-oxoethyl]-3-({1-[3-(ethoxycarbonyl)propyl]-1H-tetrazol-5-yl}methylidene)piperidine). Solvent: C(C)O (ethanol). Conditions: time 3.5 hour. Product: Cl.C1(CC1)C(C(C1=C(C=CC=C1)F)N1C\C(\C(CC1)S)=C/C1=NN=NN1CCCC(=O)OCC)=O ((E)-1-[2-Cyclopropyl-1-(2-fluorophenyl)-2-oxoethyl]-3-({1-[3-(ethoxycarbonyl)propyl]-1H-tetrazol-5-yl}methylidene)-4-sulfanylpiperidine hydrochloride). The yield is 99.0%. RXN SMILES: [ClH:1].C([S:5][CH:6]1[CH2:11][CH2:10][N:9]([CH:12]([C:18]2[CH:23]=[CH:22][CH:21]=[CH:20][C:19]=2[F:24])[C:13]([CH:15]2[CH2:17][CH2:16]2)=[O:14])[CH2:8]/[C:7]/1=[CH:25]\[C:26]1[N:30]([CH2:31][CH2:32][CH2:33][C:34]([O:36][CH2:37][CH3:38])=[O:35])[N:29]=[N:28][N:27]=1)(=O)C>C(O)C>[ClH:1].[CH:15]1([C:13](=[O:14])[CH:12]([N:9]2[CH2:10][CH2:11][CH:6]([SH:5])/[C:7](=[CH:25]/[C:26]3[N:30]([CH2:31][CH2:32][CH2:33][C:34]([O:36][CH2:37][CH3:38])=[O:35])[N:29]=[N:28][N:27]=3)/[CH2:8]2)[C:18]2[CH:23]=[CH:22][CH:21]=[CH:20][C:19]=2[F:24])[CH2:16][CH2:17]1 |f:3.4|. Reported procedure: Hydrogen chloride was passed through a solution of (E)-4-(acetylsulfanyl)-1-[2-cyclopropyl-1-(2-fluorophenyl)-2-oxoethyl]-3-({1-[3-(ethoxycarbonyl)propyl]-1H-tetrazol-5-yl}methylidene)piperidine (139 mg) in ethanol (4 ml) at 0° C. The mixture was stirred under tightly sealed condition at room temperature for 3.5 hours. The solvent and excess amount of hydrogen chloride were removed in vacuo, and the residue was purified by chromatography on silica gel using a mixture of ethanol and dichlorometha... Reactants: CCOC(=O)Cc1cnc2ccc(Br)cn12, CC(C)C[Al+]CC(C)C, C1COCCN1, C1CCOC1, Cc1ccccc1, CO, [H-]. Yields the product O=C(Cc1cnc2ccc(Br)cn12)N1CCOCC1. As a reaction SMILES: [CH2:18]([O:19][C:21]([CH2:22][c:23]1[cH:24][n:25][c:26]2[n:27]1[cH:28][c:29]([Br:32])[cH:30][cH:31]2)=[O:33])[CH3:20].[CH2:2]([Al+:3][CH2:4][CH:5]([CH3:6])[CH3:7])[CH:8]([CH3:9])[CH3:10].[CH2:34]1[CH2:35][O:36][CH2:37][CH2:38][NH:39]1.[CH2:40]1[O:41][CH2:42][CH2:43][CH2:44]1.[CH3:11][c:12]1[cH:13][cH:14][cH:15][cH:16][cH:17]1.[CH3:45][OH:46].[H-:1]>>[C:21]([CH2:22][c:23]1[cH:24][n:25][c:26]2[n:27]1[cH:28][c:29]([Br:32])[cH:30][cH:31]2)(=[O:33])[N:39]1[CH2:34][CH2:35][O:36][CH2:37][CH2:38]1. Reactants: S(O)(O)(=O)=O (sulphuric acid), CC(=O)OCC1=C(N2[C@@H]([C@@H](C2=O)N)SC1)C(=O)O (7-aminocephalosporanic acid), reaction, B(F)(F)F.CCOCC (boron trifluoride etherate), S1C(=CC=C1)CC(=O)Cl (2-thienylacetyl chloride), C(C)#N (acetonitrile). The solvent is CC(=O)C (acetone). Reaction conditions: temperature 40 celsius, time 5 hour. The product is S1C(=CC=C1)CC(=O)NC1[C@@H]2N(C(=C(CS2)CNC(C)=O)C(=O)O)C1=O (7-(2-thienyl)acetylamino-3-acetylaminomethylceph-3-em-4-carboxylic acid). Reaction SMILES: CC(O[CH2:5][C:6]1[CH2:15][S:14][C@@H:9]2[C@H:10]([NH2:13])[C:11](=[O:12])[N:8]2[C:7]=1[C:16]([OH:18])=[O:17])=O.B(F)(F)F.CC[O:25][CH2:26][CH3:27].[S:28]1[CH:32]=[CH:31][CH:30]=[C:29]1[CH2:33][C:34](Cl)=[O:35].S(=O)(=O)(O)O.C(#[N:44])C>CC(C)=O>[S:28]1[CH:32]=[CH:31][CH:30]=[C:29]1[CH2:33][C:34]([NH:13][CH:10]1[C:11](=[O:12])[N:8]2[C:7]([C:16]([OH:18])=[O:17])=[C:6]([CH2:5][NH:44][C:26](=[O:25])[CH3:27])[CH2:15][S:14][C@H:9]12)=[O:35] |f:1.2|. Procedure: 2.72 g. of 7-aminocephalosporanic acid (7-ACA) were suspended in 15 ml. of anhydrous acetonitrile and 5.68 g. of boron trifluoride etherate were added. The reaction mixture was stirred at 40° C. for 5 hours. The solvent was evaporated in vacuo and the residue as taken up with 30 ml. of water. The pH of the solution was adjusted to 3.5 by adding about 10 ml. of a 25% aqueous sodium hydroxide solution and the precipitate separated (the unreacted 7-ACA) was filtered off. The pH of the mixture was a... Reactants: CC(=O)OCC(=O)Cl, C1CCOC1, CN1Cc2c(Cl)cc(Cl)cc2C(c2ccccc2N)C1. Yields the product CN1Cc2c(Cl)cc(Cl)cc2C(c2ccccc2N2C(=O)COC2=O)C1. Reaction SMILES: [C:21](=[O:23])([O:24][CH2:25][C:26]([Cl:22])=[O:27])[CH3:28].[CH2:29]1[O:30][CH2:31][CH2:32][CH2:33]1.[Cl:1][c:2]1[cH:3][c:4]2[c:9]([c:10]([Cl:12])[cH:11]1)[CH2:8][N:7]([CH3:13])[CH2:6][CH:5]2[c:14]1[c:15]([NH2:20])[cH:16][cH:17][cH:18][cH:19]1>>[Cl:1][c:2]1[cH:3][c:4]2[c:9]([c:10]([Cl:12])[cH:11]1)[CH2:8][N:7]([CH3:13])[CH2:6][CH:5]2[c:14]1[c:15]([N:20]2[C:21](=[O:23])[O:24][CH2:25][C:26]2=[O:27])[cH:16][cH:17][cH:18][cH:19]1.